Dataset: the Open Reaction Database (ORD), a public repository of structured organic reaction records. Task: describe an organic reaction: reactants, conditions, products, and yield Starting materials: Cl.C(C1=CC=CC=C1)C1=NC(=NO1)[C@H]1NCCCC1 (5-benzyl-3-[(2S)-2-piperidyl]-1,2,4-oxadiazole hydrochloride), BrC1=CC2=C(NC(=N2)S(=O)(=O)Cl)C=C1 (5-bromo-1H-benzo[d]imidazole-2-sulfonyl chloride). Yields the product C(C1=CC=CC=C1)C1=NC(=NO1)[C@H]1N(CCCC1)S(=O)(=O)C1=NC2=C(N1)C=CC(=C2)Br (2-[(2S)-2-(5-benzyl-1,2,4-oxadiazol-3-yl)-1-piperidyl]sulfonyl-5-bromo-1H-benzo[d]imidazole). RXN SMILES: Cl.[CH2:2]([C:9]1[O:13][N:12]=[C:11]([C@@H:14]2[CH2:19][CH2:18][CH2:17][CH2:16][NH:15]2)[N:10]=1)[C:3]1[CH:8]=[CH:7][CH:6]=[CH:5][CH:4]=1.[Br:20][C:21]1[CH:33]=[CH:32][C:24]2[NH:25][C:26]([S:28](Cl)(=[O:30])=[O:29])=[N:27][C:23]=2[CH:22]=1>>[CH2:2]([C:9]1[O:13][N:12]=[C:11]([C@@H:14]2[CH2:19][CH2:18][CH2:17][CH2:16][N:15]2[S:28]([C:26]2[NH:25][C:24]3[CH:32]=[CH:33][C:21]([Br:20])=[CH:22][C:23]=3[N:27]=2)(=[O:30])=[O:29])[N:10]=1)[C:3]1[CH:4]=[CH:5][CH:6]=[CH:7][CH:8]=1 |f:0.1|. Procedure details: The title compound was prepared by a similar method to Example 1 from 5-benzyl-3-[(2S)-2-piperidyl]-1,2,4-oxadiazole hydrochloride [see-Preparation 7] and 5-bromo-1H-benzo[d]imidazole-2-sulfonyl chloride [see Preparation 88]. The crude product was purified by column chromatography on silica gel eluting with a solvent gradient of 90:10 changing to 70:30, by volume, hexane:ethyl acetate, in 10% increments, to afford 2-[(2S)-2-(5-benzyl-1,2,4-oxadiazol-3-yl)-1-piperidyl]sulfonyl-5-bromo-1H-benzo[d]... Starting materials: CCOC(=O)C(N)C(COC)c1c[nH]c2cccc(Cc3ccccc3Cl)c12, Cc1ccccc1, O. Product: CCOC(=O)C1NCc2[nH]c3cccc(Cc4ccccc4Cl)c3c2C1COC. As a reaction SMILES: [CH2:1]([CH3:2])[O:3][C:4]([CH:5]([CH:6]([CH2:7][O:8][CH3:9])[c:10]1[cH:11][nH:12][c:13]2[cH:14][cH:15][cH:16][c:17]([CH2:19][c:20]3[c:21]([Cl:26])[cH:22][cH:23][cH:24][cH:25]3)[c:18]12)[NH2:27])=[O:28].[CH3:30][c:31]1[cH:32][cH:33][cH:34][cH:35][cH:36]1.[OH2:29]>>[CH2:1]([CH3:2])[O:3][C:4]([CH:5]1[CH:6]([CH2:7][O:8][CH3:9])[c:10]2[c:11]([nH:12][c:13]3[cH:14][cH:15][cH:16][c:17]([CH2:19][c:20]4[c:21]([Cl:26])[cH:22][cH:23][cH:24][cH:25]4)[c:18]23)[CH2:30][NH:27]1)=[O:28]. Starting materials: ClC1=C(C=CC=C1)N=C=O (2-chlorophenylisocyanate), C[Si](C)(C)N=[N+]=[N-] (trimethylsilyl azide). Yields the product C1=CC=C(C(=C1)N2C(=O)N=NN2)Cl (1-(2-chlorophenyl)-5(4H)-tetrazolinone). Yield: 73.6%. As a reaction SMILES: [Cl:1][C:2]1[CH:7]=[CH:6][CH:5]=[CH:4][C:3]=1[N:8]=[C:9]=[O:10].C[Si]([N:15]=[N+:16]=[N-:17])(C)C>>[CH:5]1[CH:4]=[C:3]([N:8]2[NH:17][N:16]=[N:15][C:9]2=[O:10])[C:2]([Cl:1])=[CH:7][CH:6]=1. Procedure details: A mixture of 2-chlorophenylisocyanate (7 g) and trimethylsilyl azide (7.9 g) was refluxed under heating for either hours and then the mixture was evaporated to remove excess trimethylsilyl azide under reduced pressure distillation, followed by addition of methanol to the resulting residue. Thereafter, the methanol was distilled off under reduced pressure. The resulting residue was purified by flash column chromatography (eluent: hexane:ethyl acetate = 2:1) to obtain the desired 1-(2-chlorophenyl... Reactants: C(C1=CC=CC=C1)C1(CCC2(OCCO2)CC1)OC (8-benzyl-8-methoxy-1,4-dioxaspiro[4.5]decane), O (water), O.C1(=CC=C(C=C1)S(=O)(=O)O)C (p-toluenesulfonic acid monohydrate). Solvent: CC(=O)C (acetone). Run at time 8 hour. Product: C(C1=CC=CC=C1)C1(CCC(CC1)=O)OC (4-benzyl-4-methoxycyclohexanone). The yield is 98.0%. RXN SMILES: [CH2:1]([C:8]1([O:18][CH3:19])[CH2:17][CH2:16][C:11]2(OCC[O:12]2)[CH2:10][CH2:9]1)[C:2]1[CH:7]=[CH:6][CH:5]=[CH:4][CH:3]=1.O.O.C1(C)C=CC(S(O)(=O)=O)=CC=1>CC(C)=O>[CH2:1]([C:8]1([O:18][CH3:19])[CH2:9][CH2:10][C:11](=[O:12])[CH2:16][CH2:17]1)[C:2]1[CH:7]=[CH:6][CH:5]=[CH:4][CH:3]=1 |f:2.3|. Reported procedure: A solution of Example 11B (8.5 g, 32.5 mmol) in acetone (200 mL) was treated with water (100 mL) and p-toluenesulfonic acid monohydrate (1 g), heated to reflux, stirred overnight, and concentrated to remove the acetone. The remaining aqueous solution was extracted with ethyl acetate (3×100 mL) and the combined extracts were washed sequentially with 1N NaOH, water, and brine, dried (Na2SO4), filtered, and concentrated to provide the desired product (6.95 g, 95%). MS (CI) m/e 236.2 (M+18)+.